From a dataset of the Open Reaction Database (ORD), a public repository of structured organic reaction records. describe an organic reaction: reactants, conditions, products, and yield Reactants: NC1=C(C(=O)N)C=C(C(=C1)OC)OC (2-amino-4,5-dimethoxy-benzamide), CN(C1=CC=C(C2=CC=CC=C12)C=O)C (4-Dimethylamino-naphthalene-1-carbaldehyde), COC1=C2C(NC(=NC2=CC(=C1)OC)C1=NC=CC=C1)=O (5,7-dimethoxy-2-(pyridin-2-yl)quinazolin-4(3H)-one). Yields the product CN(C1=CC=C(C2=CC=CC=C12)C1=NC2=CC(=C(C=C2C(N1)=O)OC)OC)C (2-(4-(dimethylamino)naphthalen-1-yl)-6,7-dimethoxy-quinazolin-4(3H)-one). Isolated yield 56.0%. As a reaction SMILES: [NH2:1][C:2]1[CH:10]=[C:9]([O:11][CH3:12])[C:8]([O:13][CH3:14])=[CH:7][C:3]=1[C:4]([NH2:6])=[O:5].[CH3:15][N:16]([CH3:29])[C:17]1[C:26]2[C:21](=[CH:22][CH:23]=[CH:24][CH:25]=2)[C:20]([CH:27]=O)=[CH:19][CH:18]=1.COC1C=C(OC)C=C2C=1C(=O)NC(C1C=CC=CN=1)=N2>>[CH3:15][N:16]([CH3:29])[C:17]1[C:26]2[C:21](=[CH:22][CH:23]=[CH:24][CH:25]=2)[C:20]([C:27]2[NH:6][C:4](=[O:5])[C:3]3[C:2](=[CH:10][C:9]([O:11][CH3:12])=[C:8]([O:13][CH3:14])[CH:7]=3)[N:1]=2)=[CH:19][CH:18]=1. Procedure details: 2-(4-(Dimethylamino)naphthalen-1-yl)-6,7-dimethoxyquinazolin-4(3H)-one was synthesized from 2-amino-4,5-dimethoxy-benzamide and 4-Dimethylamino-naphthalene-1-carbaldehyde, using the method described for 5,7-dimethoxy-2-(pyridin-2-yl)quinazolin-4(3H)-one. 2-(4-(dimethylamino)naphthalen-1-yl)-6,7-dimethoxy-quinazolin-4(3H)-one (159 mg, 56%) was isolated as a white solid. Selected data: MS (m/z): 376.13; MP 235.5-236.5° C.